From a dataset of the Open Reaction Database (ORD), a public repository of structured organic reaction records. describe an organic reaction: reactants, conditions, products, and yield Starting materials: C(C1=CC=CC=C1)N (benzylamine), CSC1=NC(=C(C(=N1)Cl)[N+](=O)[O-])OC1=CC(=CC=C1)C(=O)N(C)C (2-methylthio-4-chloro-5-nitro-6-(3-dimethylaminocarbonylphenoxy)pyrimidine), ( M ), C([O-])([O-])=O.[Cs+].[Cs+] (cesium carbonate). Run in C(C)#N (acetonitrile). Conditions: temperature 75 celsius. The product is CSC1=NC(=C(C(=N1)NCC1=CC=CC=C1)[N+](=O)[O-])OC1=CC(=CC=C1)C(=O)N(C)C (2-methylthio-4-(benzyl)amino-5-nitro-6-(3-dimethylaminocarbonylphenoxy)pyrimidine). Isolated yield 46.3%. Reaction SMILES: [CH3:1][S:2][C:3]1[N:8]=[C:7](Cl)[C:6]([N+:10]([O-:12])=[O:11])=[C:5]([O:13][C:14]2[CH:19]=[CH:18][CH:17]=[C:16]([C:20]([N:22]([CH3:24])[CH3:23])=[O:21])[CH:15]=2)[N:4]=1.C(=O)([O-])[O-].[Cs+].[Cs+].[CH2:31]([NH2:38])[C:32]1[CH:37]=[CH:36][CH:35]=[CH:34][CH:33]=1>C(#N)C>[CH3:1][S:2][C:3]1[N:8]=[C:7]([NH:38][CH2:31][C:32]2[CH:37]=[CH:36][CH:35]=[CH:34][CH:33]=2)[C:6]([N+:10]([O-:12])=[O:11])=[C:5]([O:13][C:14]2[CH:19]=[CH:18][CH:17]=[C:16]([C:20]([N:22]([CH3:24])[CH3:23])=[O:21])[CH:15]=2)[N:4]=1 |f:1.2.3|. Procedure details: In a similar manner, to 2-methylthio-4-chloro-5-nitro-6-(3-dimethylaminocarbonylphenoxy)pyrimidine (3.19 g, 8.65 mmol), a compound of formula (M), in 90 mL acetonitrile at 0° C. was added cesium carbonate (3.66 g, 11.2 mmol), followed by the addition of benzylamine (0.95 mL, 8.65 mmol). The reaction mixture was heated at 75° C. for 4 hours. The reaction mixture was filtered, the filtrate evaporated and the residue chromatographed on silica gel (ethyl acetate:methanol, 10:1) to afford 1.76 g (48%...